This data is from the Open Reaction Database (ORD), a public repository of structured organic reaction records. The task is: describe an organic reaction: reactants, conditions, products, and yield The reactants are [Al+3], CN1C=CC=C2NC(=O)COC21, [H-], [H-], [H-], [H-], [Li+], [Na+], C1CCOC1, [OH-], O. The product is CN1C=CC=C2NCCOC21. As a reaction SMILES: [Al+3:14].[CH3:1][N:2]1[CH:3]=[CH:4][CH:5]=[C:6]2[CH:7]1[O:8][CH2:9][C:10](=[O:12])[NH:11]2.[H-:13].[H-:16].[H-:17].[H-:18].[Li+:15].[Na+:21].[O:22]1[CH2:23][CH2:24][CH2:25][CH2:26]1.[OH-:20].[OH2:19]>>[CH3:1][N:2]1[CH:3]=[CH:4][CH:5]=[C:6]2[CH:7]1[O:8][CH2:9][CH2:10][NH:11]2. Starting materials: O=C(OCCCCC(CO[N+](=O)[O-])O[N+](=O)[O-])c1ccc([N+](=O)[O-])cc1, O=C(OCCC(CO[N+](=O)[O-])O[N+](=O)[O-])c1ccc([N+](=O)[O-])cc1. Yields the product O=[N+]([O-])OCC(CCO)O[N+](=O)[O-]. Reaction SMILES: [N+:1]([c:2]1[cH:3][cH:4][c:5]([C:6]([O:7][CH2:8][CH2:9][CH2:10][CH2:11][CH:12]([O:13][N+:14]([O-:15])=[O:16])[CH2:17][O:18][N+:19]([O-:20])=[O:21])=[O:22])[cH:23][cH:24]1)([O-:25])=[O:26].[N+:27]([c:28]1[cH:29][cH:30][c:31]([C:32](=[O:33])[O:36][CH2:37][CH2:38][CH:39]([CH2:40][O:41][N+:42](=[O:43])[O-:44])[O:45][N+:46](=[O:47])[O-:48])[cH:34][cH:35]1)([O-:49])=[O:50]>>[OH:36][CH2:37][CH2:38][CH:39]([CH2:40][O:41][N+:42](=[O:43])[O-:44])[O:45][N+:46](=[O:47])[O-:48]. The reactants are [BH4-].[Na+] (sodium borohydride), [Cl-].[Li+] (lithium chloride), ClC1=C(C=C(C(=C1)Cl)OC(C=C=O)OCC)N1N=C2N(CCCC2)C1=O (2-[2,4-dichloro-5-(1-ethoxy-carbonylethoxy)-phenyl]-5,6,7,8-tetrahydro-1,2,4-triazolo[4,3-A] pyridin-3(2H)-one), [BH4-].[Na+] (sodium borohydride), [Cl-].[Li+] (lithium chloride), O1CCCC1 (tetrahydrofuran), [BH4-].[Na+] (sodium borohydride), [Cl-].[Li+] (lithium chloride). Run in O (water). Reaction conditions: time 12 hour. Yields the product ClC1=C(C=C(C(=C1)Cl)OC(C)CO)N1N=C2N(CCCC2)C1=O (2-[2,4-dichloro-5-(1-hydroxymethyl-ethoxy)-phenyl]-5,6,7,8-tetrahydro-1,2,4-triazolo[4,3-A]pyridin-3(2H)-one). As a reaction SMILES: [Cl:1][C:2]1[CH:7]=[C:6]([Cl:8])[C:5]([O:9][CH:10](OCC)[CH:11]=C=O)=[CH:4][C:3]=1[N:17]1[C:25](=[O:26])[N:20]2[CH2:21][CH2:22][CH2:23][CH2:24][C:19]2=[N:18]1.[O:27]1CCC[CH2:28]1.[BH4-].[Na+].[Cl-].[Li+]>O>[Cl:1][C:2]1[CH:7]=[C:6]([Cl:8])[C:5]([O:9][CH:10]([CH2:28][OH:27])[CH3:11])=[CH:4][C:3]=1[N:17]1[C:25](=[O:26])[N:20]2[CH2:21][CH2:22][CH2:23][CH2:24][C:19]2=[N:18]1 |f:2.3,4.5|. Procedure details: 4.0 Parts of 2-[2,4-dichloro-5-(1-ethoxy-carbonylethoxy)-phenyl]-5,6,7,8-tetrahydro-1,2,4-triazolo[4,3-A] pyridin-3(2H)-one prepared as described in Example 5 in 75 parts of tetrahydrofuran was treated with 0.3 part of sodium borohydride and 0.3 part of lithium chloride. The reaction was heated to 40° for 6 hours. After this period 0.6 part of sodium borohydride and 0.5 parts of lithium chloride were added and the reaction was then stirred for 12 hours at room temperature. The reaction was heate... Starting materials: [BH4-].[Na+] (sodium borohydride), C(=O)(N1C=NC=C1)N1C=NC=C1 (1,1′-carbonyldiimidazole), Cl (HCl), C(C)N (ethylamine), FC1=C(C=CC=C1)[N+](=O)[O-] (1-fluoro-2-nitrobenzene). The reagents and catalysts are [Pd] (palladium on carbon). The solvent is CO (Methanol), C(C)(=O)OCC (ethyl acetate), CO (methanol). Conditions: temperature 55 celsius, time 30 minute. Product: C(C)N1C(NC2=C1C=CC=C2)=O (1-ethyl-1,3-dihydro-benzimidazol-2-one). As a reaction SMILES: [CH2:1]([NH2:3])[CH3:2].F[C:5]1[CH:10]=[CH:9][CH:8]=[CH:7][C:6]=1[N+:11]([O-])=O.[BH4-].[Na+].[C:16](N1C=CN=C1)(N1C=CN=C1)=[O:17].Cl>[Pd].C(OCC)(=O)C.CO>[CH2:1]([N:3]1[C:5]2[CH:10]=[CH:9][CH:8]=[CH:7][C:6]=2[NH:11][C:16]1=[O:17])[CH3:2] |f:2.3|. Procedure details: To a solution of ethylamine in methanol (2.0 M, 150 mL, 300 mmol) was added 1-fluoro-2-nitrobenzene (8 mL, 75.7 mmol). The reaction mixture was placed in a sealed vessel and heated to 55° C. for 15 hours. The solvent was removed in vacuo and residue taken up in ethyl acetate (200 mL), washed with a saturated aqueous sodium bicarbonate solution (80 mL), and dried over anhydrous sodium sulfate (50 g). After removal of solvent, the residue was dissolved in anhydrous THF (150 mL) and to the solution... The reactants are C(C)OC(=O)CCCC1CCN(CC1)C(=O)OC(C)(C)C (tert-Butyl 4-(3-ethoxycarbonylpropyl)piperidine-1-carboxylate), C(=O)N (formamide), [O-]CC.[Na+] (sodium ethoxide). Run in CN(C=O)C (N,N-dimethylformamide). Conditions: temperature 100 celsius. Product: C(N)(=O)CCCC1CCN(CC1)C(=O)OC(C)(C)C (tert-Butyl 4-(3-carbamoylpropyl)piperidine-1-carboxylate), oil. The yield is 70.0%. As a reaction SMILES: C([O:3][C:4]([CH2:6][CH2:7][CH2:8][CH:9]1[CH2:14][CH2:13][N:12]([C:15]([O:17][C:18]([CH3:21])([CH3:20])[CH3:19])=[O:16])[CH2:11][CH2:10]1)=O)C.C([NH2:24])=O.[O-]CC.[Na+]>CN(C)C=O>[C:4]([CH2:6][CH2:7][CH2:8][CH:9]1[CH2:14][CH2:13][N:12]([C:15]([O:17][C:18]([CH3:21])([CH3:20])[CH3:19])=[O:16])[CH2:11][CH2:10]1)(=[O:3])[NH2:24] |f:2.3|. Procedure details: tert-Butyl 4-(3-ethoxycarbonylpropyl)piperidine-1-carboxylate (0.60 g, 2.0 mmol, the product of Production example 43-1) and formamide (0.27 ml, 6.7 mmol) were dissolved in N,N-dimethylformamide (1.0 ml); sodium ethoxide (0.095 g, 1.4 mmol) was added thereto while stirred and heated at 100° C.; the reaction mixture was stirred for 2 hours under nitrogen atmosphere. After cooled to room temperature, the reaction mixture was partitioned between water and ethyl acetate. The organic layer was washed... The product is O=C(CN1CC(c2ccc(Cl)cc2)CC1=O)Oc1c(Cl)c(Cl)c(Cl)c(Cl)c1Cl. Reaction SMILES: [CH:30]1([N:31]=[C:32]=[N:33][CH:34]2[CH2:35][CH2:36][CH2:37][CH2:38][CH2:39]2)[CH2:40][CH2:41][CH2:42][CH2:43][CH2:44]1.[Cl:1][c:2]1[cH:3][cH:4][c:5]([CH:8]2[CH2:9][C:10](=[O:17])[N:11]([CH2:13][C:14](=[O:15])[OH:16])[CH2:12]2)[cH:6][cH:7]1.[O:45]1[CH2:46][CH2:47][CH2:48][CH2:49]1.[OH:18][c:19]1[c:20]([Cl:21])[c:22]([Cl:23])[c:24]([Cl:25])[c:26]([Cl:27])[c:28]1[Cl:29]>>[Cl:1][c:2]1[cH:3][cH:4][c:5]([CH:8]2[CH2:9][C:10](=[O:17])[N:11]([CH2:13][C:14]([O:15][c:19]3[c:20]([Cl:21])[c:22]([Cl:23])[c:24]([Cl:25])[c:26]([Cl:27])[c:28]3[Cl:29])=[O:16])[CH2:12]2)[cH:6][cH:7]1. Starting materials: C(=NC1CCCCC1)=NC1CCCCC1, O=C(O)CN1CC(c2ccc(Cl)cc2)CC1=O, C1CCOC1, Oc1c(Cl)c(Cl)c(Cl)c(Cl)c1Cl. Starting materials: ClCCl, CC(O)c1ccc(I)cc1F. Product: CC(=O)c1ccc(I)cc1F. Reaction SMILES: [Cl:12][CH2:13][Cl:14].[F:1][c:2]1[c:3]([CH:9]([CH3:10])[OH:11])[cH:4][cH:5][c:6]([I:8])[cH:7]1>>[F:1][c:2]1[c:3]([C:9]([CH3:10])=[O:11])[cH:4][cH:5][c:6]([I:8])[cH:7]1. The reactants are O=C(O)c1ccc(CBr)cc1, O=C([O-])[O-], CN(C)C=O, Cl, [K+], [K+], O, Sc1nnc(S)s1. The product is O=C(O)c1ccc(CSc2nnc(S)s2)cc1. Reaction SMILES: [Br:14][CH2:15][c:16]1[cH:17][cH:18][c:19]([C:20](=[O:21])[OH:22])[cH:23][cH:24]1.[C:8](=[O:9])([O-:10])[O-:11].[CH3:27][N:28]([CH3:29])[CH:30]=[O:31].[ClH:25].[K+:12].[K+:13].[OH2:26].[SH:1][c:2]1[s:3][c:4]([SH:7])[n:5][n:6]1>>[S:1]([c:2]1[s:3][c:4]([SH:7])[n:5][n:6]1)[CH2:15][c:16]1[cH:17][cH:18][c:19]([C:20](=[O:21])[OH:22])[cH:23][cH:24]1. Reactants: Cc1ccccc1, O=C([O-])Cl, [H][H], c1ccccc1. The product is O=C(Cl)Oc1ccccc1. Reaction SMILES: [CH3:7][c:8]1[cH:9][cH:10][cH:11][cH:12][cH:13]1.[Cl:3][C:4](=[O:5])[O-:6].[H:1][H:2].[cH:14]1[cH:15][cH:16][cH:17][cH:18][cH:19]1>>[Cl:3][C:4]([O:5][c:8]1[cH:9][cH:10][cH:11][cH:12][cH:13]1)=[O:6]. The product is CC(C)c1cc(OCc2ccccc2)ccc1C(=O)O. RXN SMILES: [C:31]([OH:32])([CH3:33])([CH3:34])[CH3:35].[CH2:5]([c:6]1[cH:7][cH:8][cH:9][cH:10][cH:11]1)[O:12][c:13]1[cH:14][c:15]([CH:21]([CH3:22])[CH3:23])[c:16]([CH:17]=[O:18])[cH:19][cH:20]1.[Cl+:1]([O-:2])[O-:3].[K+:29].[Na+:4].[OH2:30].[P:24](=[O:25])([O-:26])([OH:27])[OH:28]>>[CH2:5]([c:6]1[cH:7][cH:8][cH:9][cH:10][cH:11]1)[O:12][c:13]1[cH:14][c:15]([CH:21]([CH3:22])[CH3:23])[c:16]([C:17](=[O:18])[OH:25])[cH:19][cH:20]1. Reactants: CC(C)(C)O, CC(C)c1cc(OCc2ccccc2)ccc1C=O, [O-][Cl+][O-], [K+], [Na+], O, O=P([O-])(O)O.